From a dataset of the Open Reaction Database (ORD), a public repository of structured organic reaction records. describe an organic reaction: reactants, conditions, products, and yield Starting materials: COC1=CN2C(C3=CC=CC=C13)=NC=C(C2=O)C(=O)OCC (ethyl 7-methoxy-4-oxo-4H-pyrimido[2,1-a]isoquinoline-3-carboxylate). Solvent: CC(=O)OCC1=C2C=CC=CC2=C(C3=CC=CC=C31)COC(=O)C (acetic). The product is OC1=CN2C(C3=CC=CC=C13)=NC=C(C2=O)C(=O)O (7-Hydroxy-4-oxo-4H-pyrimido[2,1-a]isoquinoline-3-carboxylic Acid). Reaction SMILES: C[O:2][C:3]1[C:12]2[C:7](=[CH:8][CH:9]=[CH:10][CH:11]=2)[C:6]2=[N:13][CH:14]=[C:15]([C:18]([O:20]CC)=[O:19])[C:16](=[O:17])[N:5]2[CH:4]=1>CC(OCC1C2C(=CC=CC=2)C(COC(C)=O)=C2C=1C=CC=C2)=O>[OH:2][C:3]1[C:12]2[C:7](=[CH:8][CH:9]=[CH:10][CH:11]=2)[C:6]2=[N:13][CH:14]=[C:15]([C:18]([OH:20])=[O:19])[C:16](=[O:17])[N:5]2[CH:4]=1. Procedure: A suspension of ethyl 7-methoxy-4-oxo-4H-pyrimido[2,1-a]isoquinoline-3-carboxylate (240 mg., 0.83 mmole) in a mixture of acetic (4 ml.) and 37% hydrochloric (2 ml.) acids was refluxed for 2 hours. The mixture was flash evaporated to dryness, diluted with water and the precipitated solid collected and crystallized from acetic acid with charcoal treatment to give straw needles of the title acid, m.p. 273°-276°. Procedure details: A mixture of 0.15 mole of the oxazolidinone from Step B above and 15 g. (0.38 mole) of sodium hydroxide in 100 ml. of water and 200 ml. of 95% ethanol is refluxed, the solution evaporated to a small volume and the product extracted with diethyl ether. Evaporation of the solvent gives 3-hydroxy-3-isopropylaminomethyl-7-nitro-3,4-dihydro-2H-1,5-benzodioxepin. Solvent: C(C)O (ethanol). Product: OC1(COC2=C(OC1)C=CC(=C2)[N+](=O)[O-])CNC(C)C (3-hydroxy-3-isopropylaminomethyl-7-nitro-3,4-dihydro-2H-1,5-benzodioxepin). Reaction SMILES: [CH:1]([N:4]1[CH2:8][C:7]2([CH2:14][O:13][C:12]3[CH:15]=[CH:16][C:17]([N+:19]([O-:21])=[O:20])=[CH:18][C:11]=3[O:10][CH2:9]2)[O:6]C1=O)([CH3:3])[CH3:2].[OH-].[Na+].O>C(O)C>[OH:6][C:7]1([CH2:8][NH:4][CH:1]([CH3:3])[CH3:2])[CH2:14][O:13][C:12]2[CH:15]=[CH:16][C:17]([N+:19]([O-:21])=[O:20])=[CH:18][C:11]=2[O:10][CH2:9]1 |f:1.2|. The reactants are C(C)(C)N1C(OC2(C1)COC1=C(OC2)C=CC(=C1)[N+](=O)[O-])=O (3'-isopropyl-7-nitro-3,4-dihydro-2H-1,5-benzodioxepin-3-spiro-5'-oxazolidin-2'-one), [OH-].[Na+] (sodium hydroxide), O (water).